The task is: describe an organic reaction: reactants, conditions, products, and yield. This data is from the Open Reaction Database (ORD), a public repository of structured organic reaction records. Starting materials: OC=1C=C2CCC(CC2=CC1)CN1CCCCC1 (6-hydroxy-2-piperidinomethyltetralin), ClCC=1OC(=NN1)C1=CC=CC=C1 (2-chloromethyl-5-phenyl-1,3,4-oxadiazole), C([O-])([O-])=O.[K+].[K+] (potassium carbonate). Solvent: O (water), CN(C)C=O (DMF). Conditions: time 24 hour. The product is Cl.C1(=CC=CC=C1)C1=NN=C(O1)COC=1C=C2CCC(CC2=CC1)CN1CCCCC1 (6-(5-Phenyl-1,3,4-oxadiazol-2-yl)methoxy-2-piperidinomethyltetralin Hydrochloride). The yield is 69.2%. RXN SMILES: [OH:1][C:2]1[CH:3]=[C:4]2[C:9](=[CH:10][CH:11]=1)[CH2:8][CH:7]([CH2:12][N:13]1[CH2:18][CH2:17][CH2:16][CH2:15][CH2:14]1)[CH2:6][CH2:5]2.[Cl:19][CH2:20][C:21]1[O:22][C:23]([C:26]2[CH:31]=[CH:30][CH:29]=[CH:28][CH:27]=2)=[N:24][N:25]=1.C(=O)([O-])[O-].[K+].[K+]>CN(C=O)C.O>[ClH:19].[C:26]1([C:23]2[O:22][C:21]([CH2:20][O:1][C:2]3[CH:3]=[C:4]4[C:9](=[CH:10][CH:11]=3)[CH2:8][CH:7]([CH2:12][N:13]3[CH2:18][CH2:17][CH2:16][CH2:15][CH2:14]3)[CH2:6][CH2:5]4)=[N:25][N:24]=2)[CH:27]=[CH:28][CH:29]=[CH:30][CH:31]=1 |f:2.3.4,7.8|. Procedure: To a solution of 6-hydroxy-2-piperidinomethyltetralin (141 mg, free form of Reference Example 19) and 2-chloromethyl-5-phenyl-1,3,4-oxadiazole (148 mg) in DMF (3 ml) was added potassium carbonate (143 mg) and the reaction mixture was stirred at room temperature for 24 hr. The reaction mixture was diluted with water and extracted with ethyl acetate. The organic layer was washed with water and saturated aqueous sodium chloride, dried, and concentrated. The residue was purified by silica gel column... The reactants are CCOC(=O)CCC(C)=O, Cc1ccccc1, OCCO, Cc1ccc(S(=O)(=O)[O-])cc1, c1cc[nH+]cc1. The product is CCOC(=O)CCC1(C)OCCO1. RXN SMILES: [C:1]([CH2:2][CH2:3][C:4](=[O:5])[CH3:6])(=[O:7])[O:8][CH2:9][CH3:10].[CH3:32][c:33]1[cH:34][cH:35][cH:36][cH:37][cH:38]1.[OH:11][CH2:12][CH2:13][OH:14].[c:15]1([CH3:16])[cH:17][cH:18][c:19]([S:20]([O-:21])(=[O:22])=[O:23])[cH:24][cH:25]1.[nH+:26]1[cH:27][cH:28][cH:29][cH:30][cH:31]1>>[C:1]([CH2:2][CH2:3][C:4]1([CH3:6])[O:5][CH2:13][CH2:12][O:11]1)(=[O:7])[O:8][CH2:9][CH3:10]. Starting materials: O=C([O-])[O-], CC(=O)[O-], COc1ccnc(CCc2nc3cc(I)cnc3[nH]2)c1, [Cl-], [K+], [K+], [K+], [Li+], C1COCCO1, O, [Pd], c1ccc(P(c2ccccc2)c2ccccc2)cc1, Cc1ccc(NS(=O)(=O)c2ccc(Br)cc2)cc1, c1ccc(P(c2ccccc2)c2ccccc2)cc1, c1ccc(P(c2ccccc2)c2ccccc2)cc1, c1ccc(P(c2ccccc2)c2ccccc2)cc1. The product is COc1ccnc(CCc2nc3cc(-c4ccc(S(=O)(=O)Nc5ccc(C)cc5)cc4)cnc3[nH]2)c1. Reaction SMILES: [C:44](=[O:45])([O-:46])[O-:47].[CH3:20][C:21](=[O:22])[O-:23].[CH3:24][O:25][c:26]1[cH:27][c:28]([CH2:32][CH2:33][c:34]2[n:35][c:36]3[c:37]([n:38][cH:39][c:40]([I:42])[cH:41]3)[nH:43]2)[n:29][cH:30][cH:31]1.[Cl-:51].[K+:19].[K+:48].[K+:49].[Li+:50].[O:52]1[CH2:53][CH2:54][O:55][CH2:56][CH2:57]1.[OH2:58].[Pd:59].[c:117]1([P:118]([c:119]2[cH:120][cH:121][cH:122][cH:123][cH:124]2)[c:125]2[cH:126][cH:127][cH:128][cH:129][cH:130]2)[cH:131][cH:132][cH:133][cH:134][cH:135]1.[c:1]1([CH3:18])[cH:2][cH:3][c:4]([NH:7][S:8](=[O:9])(=[O:10])[c:11]2[cH:12][cH:13][c:14]([Br:17])[cH:15][cH:16]2)[cH:5][cH:6]1.[c:60]1([P:61]([c:62]2[cH:63][cH:64][cH:65][cH:66][cH:67]2)[c:68]2[cH:69][cH:70][cH:71][cH:72][cH:73]2)[cH:74][cH:75][cH:76][cH:77][cH:78]1.[c:79]1([P:80]([c:81]2[cH:82][cH:83][cH:84][cH:85][cH:86]2)[c:87]2[cH:88][cH:89][cH:90][cH:91][cH:92]2)[cH:93][cH:94][cH:95][cH:96][cH:97]1.[c:98]1([P:99]([c:100]2[cH:101][cH:102][cH:103][cH:104][cH:105]2)[c:106]2[cH:107][cH:108][cH:109][cH:110][cH:111]2)[cH:112][cH:113][cH:114][cH:115][cH:116]1>>[c:1]1([CH3:18])[cH:2][cH:3][c:4]([NH:7][S:8](=[O:9])(=[O:10])[c:11]2[cH:12][cH:13][c:14](-[c:40]3[cH:39][n:38][c:37]4[c:36]([n:35][c:34]([CH2:33][CH2:32][c:28]5[cH:27][c:26]([O:25][CH3:24])[cH:31][cH:30][n:29]5)[nH:43]4)[cH:41]3)[cH:15][cH:16]2)[cH:5][cH:6]1. The reactants are C(N)(=N)CC1=CC2=C(OCO2)C=C1 (5-(amidino)methyl-1,3-benzodioxolane), CC(C(=O)OCC)C(=O)OCC (diethyl methylmalonate), C[O-].[Na+] (sodium methoxide). Solvent: C(C)O (ethanol). The product is O1COC2=C1C=CC(=C2)CC2=NC(=C(C(=N2)O)C)O (2-[(1,3-benzodioxol-5-yl)methyl]-4,6-dihydroxy-5-methylpyrimidine). As a reaction SMILES: [C:1]([CH2:4][C:5]1[CH:13]=[CH:12][C:8]2[O:9][CH2:10][O:11][C:7]=2[CH:6]=1)(=[NH:3])[NH2:2].[CH3:14][CH:15]([C:21](OCC)=[O:22])[C:16](OCC)=[O:17].C[O-].[Na+]>C(O)C>[O:9]1[C:8]2[CH:12]=[CH:13][C:5]([CH2:4][C:1]3[N:2]=[C:16]([OH:17])[C:15]([CH3:14])=[C:21]([OH:22])[N:3]=3)=[CH:6][C:7]=2[O:11][CH2:10]1 |f:2.3|. Procedure details: To ethanol (350 mL) was added 5-(amidino)methyl-1,3-benzodioxolane (50 g, 0.23 mol), diethyl methylmalonate (50 mL), and sodium methoxide (120 mL of 25 wt % in methanol). After refluxing for 5 hours, the solvent was removed in vacuo. The residue was dissolved in water, washed with ethyl acetate, treated with charcoal, and acidified with 6 N HCl. The resulting solid was collected by filtration, washed with water, CH3CN and ethyl ether to give 54 g of 2-[(1,3-benzodioxol-5-yl)methyl]-4,6-dihydroxy... Reactants: C(C1=CC=CC=C1)C1=CC2=CN(N=C2C=C1)C1=C(C=C(C=C1)CO)F ((4-(5-benzyl-2H-indazol-2-yl)-3-fluorophenyl)methanol), C[N+]1(CCOCC1)[O-] (4-methylmorpholine N-oxide). Reagents/catalysts: CCC[N+](CCC)(CCC)CCC.[O-][Ru](=O)(=O)=O (TPAP). Run in ClCCl (dichloromethane). Run at time 8 hour. Yields the product C(C1=CC=CC=C1)C1=CC2=CN(N=C2C=C1)C1=C(C=C(C=O)C=C1)F (4-(5-benzyl-2H-indazol-2-yl)-3-fluorobenzaldehyde). As a reaction SMILES: [CH2:1]([C:8]1[CH:16]=[CH:15][C:14]2[C:10](=[CH:11][N:12]([C:17]3[CH:22]=[CH:21][C:20]([CH2:23][OH:24])=[CH:19][C:18]=3[F:25])[N:13]=2)[CH:9]=1)[C:2]1[CH:7]=[CH:6][CH:5]=[CH:4][CH:3]=1.C[N+]1([O-])CCOCC1>ClCCl.CCC[N+](CCC)(CCC)CCC.[O-][Ru](=O)(=O)=O>[CH2:1]([C:8]1[CH:16]=[CH:15][C:14]2[C:10](=[CH:11][N:12]([C:17]3[CH:22]=[CH:21][C:20]([CH:23]=[O:24])=[CH:19][C:18]=3[F:25])[N:13]=2)[CH:9]=1)[C:2]1[CH:3]=[CH:4][CH:5]=[CH:6][CH:7]=1 |f:3.4|. Procedure: To a mixture of (4-(5-benzyl-2H-indazol-2-yl)-3-fluorophenyl)methanol (100 mg, 0.30 mmol), 4-methylmorpholine N-oxide (43 mg, 0.36 mmol) and activated molecular sieves (200 mg) in dichloromethane (10 mL) was added TPAP (10.6 mg, 0.03 mmol) at room temperature. After stirred overnight, the reaction mixture was filtered, concentrated and purified by silica gel column chromatography (hexane/ethyl acetate) to give 4-(5-benzyl-2H-indazol-2-yl)-3-fluorobenzaldehyde as white solid: 1H NMR (400 MHz, CD3... Starting materials: C(C1=CC=CC=C1)OC1=CC=C(C=C1)CCC1(CC(=CC(O1)=O)O)CCCC (6-[2-(4-benzyloxy-phenyl)-ethyl]-6-butyl-4-hydroxy-5,6-dihydro-pyran-2-one). The reagents and catalysts are [Pd] (Pd on carbon). Run in C1CCOC1 (THF). The product is C(CCC)C1(CC(=CC(O1)=O)O)CCC1=CC=C(C=C1)O (6-Butyl-4-hydroxy-6-[2-(4-hydroxy-phenyl)-ethyl]-5,6-dihydro-pyran-2-one). Reaction SMILES: C([O:8][C:9]1[CH:14]=[CH:13][C:12]([CH2:15][CH2:16][C:17]2([CH2:25][CH2:26][CH2:27][CH3:28])[O:22][C:21](=[O:23])[CH:20]=[C:19]([OH:24])[CH2:18]2)=[CH:11][CH:10]=1)C1C=CC=CC=1>[Pd].C1COCC1>[CH2:25]([C:17]1([CH2:16][CH2:15][C:12]2[CH:13]=[CH:14][C:9]([OH:8])=[CH:10][CH:11]=2)[O:22][C:21](=[O:23])[CH:20]=[C:19]([OH:24])[CH2:18]1)[CH2:26][CH2:27][CH3:28]. Reported procedure: The title compound was prepared by debenzylation of 1.7 g (4.5 mmol) of 6-[2-(4-benzyloxy-phenyl)-ethyl]-6-butyl-4-hydroxy-5,6-dihydro-pyran-2-one (prepared in the paragraph above) using 0.15 g of 20% Pd on carbon and 75 mL of THF under hydrogen atmosphere as described in General Method 4. 1H NMR (DMSO-d6) δ 0.80 (t, 3 H), 1.2 (m, 4 H), 1.61 (m, 4 H), 1.81 (m, 2 H), 2.38 (d of ABX q, 1 H), 2.49 (d of ABX q, partially obscured by DMSO, 1 H), 4.89 (s, 1 H), 6.6 (d, 2 H), 6.91 (d, 2 H), 9.08 (s, 1 ... The reactants are C12C(CC(CC1)C2)NC([C@@H](C[C@@H]([C@H](CC2=CC=CC=C2)NC(=O)OC(C)(C)C)O)C)=O ((2R,4S,5S)-5-t-Butoxycarbonylamino-4-hydroxy-2-methyl-6-phenylhexanoic acid (bicyclo[2.2.1]hept-2-yl)amide), C1(CCCCC1)N (cyclohexylamine). The product is C1(CCCCC1)NC([C@@H](C[C@@H]([C@H](CC1=CC=CC=C1)NC(=O)OC(C)(C)C)O)C)=O ((2R,4S,5S)-5-t-Butoxycarbonylamino-4-hydroxy-2-methyl-6-phenylhexanoic acid cyclohexylamide). RXN SMILES: [CH:1]12C[CH:4]([CH2:5][CH2:6]1)[CH2:3][CH:2]2[NH:8][C:9](=[O:31])[C@H:10]([CH3:30])[CH2:11][C@H:12]([OH:29])[C@@H:13]([NH:21][C:22]([O:24][C:25]([CH3:28])([CH3:27])[CH3:26])=[O:23])[CH2:14][C:15]1[CH:20]=[CH:19][CH:18]=[CH:17][CH:16]=1.C1(N)CCCCC1>>[CH:2]1([NH:8][C:9](=[O:31])[C@H:10]([CH3:30])[CH2:11][C@H:12]([OH:29])[C@@H:13]([NH:21][C:22]([O:24][C:25]([CH3:26])([CH3:27])[CH3:28])=[O:23])[CH2:14][C:15]2[CH:16]=[CH:17][CH:18]=[CH:19][CH:20]=2)[CH2:1][CH2:6][CH2:5][CH2:4][CH2:3]1. Reported procedure: Prepared in an analogous manner to D3 using cyclohexylamine instead of (±)exo-norbornylamine.